This data is from the Open Reaction Database (ORD), a public repository of structured organic reaction records. The task is: describe an organic reaction: reactants, conditions, products, and yield Reactants: COC=1C=C(C(/C=C/C2=NC=3N(C(N(C(C3N2C)=O)CCC)=O)CCC)=CC1OC)S(=O)(=O)O ((E)-4,5-Dimethoxy-β-(7-methyl-1,3-dipropylxanthin-8-yl)styrene-2-sulfonic acid), N1CCCCC1 (piperidine). Product: COC1=CC(=C(/C=C/C2=NC=3N(C(N(C(C3N2C)=O)CCC)=O)CCC)C=C1OC)S(=O)(=O)N1CCCCC1 ((E)-4,5-Dimethoxy-β-(7-methyl-1,3-dipropylxanthin-8-yl)-2-piperidinosulfonylstyrene). Yield: 54.7%. Reaction SMILES: [CH3:1][O:2][C:3]1[CH:4]=[C:5]([S:31]([OH:34])(=[O:33])=O)[C:6](=[CH:27][C:28]=1[O:29][CH3:30])/[CH:7]=[CH:8]/[C:9]1[N:17]([CH3:18])[C:16]2[C:15](=[O:19])[N:14]([CH2:20][CH2:21][CH3:22])[C:13](=[O:23])[N:12]([CH2:24][CH2:25][CH3:26])[C:11]=2[N:10]=1.[NH:35]1[CH2:40][CH2:39][CH2:38][CH2:37][CH2:36]1>>[CH3:1][O:2][C:3]1[C:28]([O:29][CH3:30])=[CH:27][C:6](/[CH:7]=[CH:8]/[C:9]2[N:17]([CH3:18])[C:16]3[C:15](=[O:19])[N:14]([CH2:20][CH2:21][CH3:22])[C:13](=[O:23])[N:12]([CH2:24][CH2:25][CH3:26])[C:11]=3[N:10]=2)=[C:5]([S:31]([N:35]2[CH2:40][CH2:39][CH2:38][CH2:37][CH2:36]2)(=[O:34])=[O:33])[CH:4]=1. Procedure details: Substantially the same procedure as in Example 2 was repeated using 1.00 g (1.96 mmol) of Compound 1 obtained in Example 1 and 1.93 ml (19.6 mmol) of piperidine. The resulting crude crystals were recrystallized from dimethylsulfoxide/water to give 600 mg (yield 55%) of Compound 4 as a pale yellow powder. Reactants: CCO, NN, O=C1c2ccccc2C(=O)N1OCc1cnc2ccccc2c1. Product: NOCc1cnc2ccccc2c1. RXN SMILES: [CH3:26][CH2:27][OH:28].[NH2:24][NH2:25].[n:1]1[cH:2][c:3]([CH2:11][O:12][N:13]2[C:14](=[O:15])[c:16]3[cH:17][cH:18][cH:19][cH:20][c:21]3[C:22]2=[O:23])[cH:4][c:5]2[cH:6][cH:7][cH:8][cH:9][c:10]12>>[n:1]1[cH:2][c:3]([CH2:11][O:12][NH2:13])[cH:4][c:5]2[cH:6][cH:7][cH:8][cH:9][c:10]12. Reaction SMILES: [CH3:27][OH:28].[Cl:1][c:2]1[n:3][c:4]2[cH:5][cH:6][cH:7][cH:8][c:9]2[c:10]2[c:11]1[n:12][c:13]([CH2:22][O:23][CH2:24][CH3:25])[n:14]2[CH2:15][c:16]1[cH:17][c:18]([CH3:21])[n:19][o:20]1.[NH3:26]>>[c:2]1([NH2:26])[n:3][c:4]2[cH:5][cH:6][cH:7][cH:8][c:9]2[c:10]2[c:11]1[n:12][c:13]([CH2:22][O:23][CH2:24][CH3:25])[n:14]2[CH2:15][c:16]1[cH:17][c:18]([CH3:21])[n:19][o:20]1. The reactants are CO, CCOCc1nc2c(Cl)nc3ccccc3c2n1Cc1cc(C)no1, N. Yields the product CCOCc1nc2c(N)nc3ccccc3c2n1Cc1cc(C)no1.